From a dataset of the Open Reaction Database (ORD), a public repository of structured organic reaction records. describe an organic reaction: reactants, conditions, products, and yield The reactants are BrC1=C(C=CC(=C1)F)S(=O)(=O)NC1=CC=C2C3=C(C(NC2=C1C(=O)O)=O)OC=C3 (7-(2-bromo-4-fluorobenzenesulfonylamino)-4-oxo-4,5-dihydrofuro[2,3-c]quinoline-6-carboxylic acid), BrC1=C(C=CC(=C1)F)S(=O)(=O)NC1=CC=C2C3=C(C(NC2=C1C(=O)O)=O)OC=C3 (7-(2-bromo-4-fluorobenzenesulfonylamino)-4-oxo-4,5-dihydrofuro[2,3-c]quinoline-6-carboxylic acid), C(C)N(C\C=C/[Sn](CCCC)(CCCC)CCCC)CC (N,N-diethyl-N-((Z)-1-tributylstannanylprop-1-en-3-yl)-amine), C(C)N(C\C=C/[Sn](CCCC)(CCCC)CCCC)CC (N,N-diethyl-N-((Z)-1-tributylstannanylprop-1-en-3-yl)-amine), F[B-](F)(F)F.C(C)(C)(C)[PH+](C(C)(C)C)C(C)(C)C (tri-tert-butylphosphonium tetrafluoroborate). Reagents/catalysts: C=1C=CC(=CC1)/C=C/C(=O)/C=C/C2=CC=CC=C2.C=1C=CC(=CC1)/C=C/C(=O)/C=C/C2=CC=CC=C2.C=1C=CC(=CC1)/C=C/C(=O)/C=C/C2=CC=CC=C2.[Pd].[Pd] (tris-(dibenzylideneacetone)dipalladium). Run in O1CCOCC1 (dioxane). Conditions: temperature 80 celsius. Yields the product C(C)N(C\C=C/C1=C(C=CC(=C1)F)S(=O)(=O)NC1=CC=C2C3=C(C(NC2=C1C(=O)O)=O)OC=C3)CC (7-[2-((Z)-3-diethylaminoprop-1-enyl)-4-fluorobenzenesulfonylamino]-4-oxo-4,5-dihydrofuro[2,3-c]quinoline-6-carboxylic acid). The yield is 30.6%. RXN SMILES: Br[C:2]1[CH:7]=[C:6]([F:8])[CH:5]=[CH:4][C:3]=1[S:9]([NH:12][C:13]1[C:22]([C:23]([OH:25])=[O:24])=[C:21]2[C:16]([C:17]3[CH:29]=[CH:28][O:27][C:18]=3[C:19](=[O:26])[NH:20]2)=[CH:15][CH:14]=1)(=[O:11])=[O:10].[CH2:30]([N:32]([CH2:49][CH3:50])[CH2:33]/[CH:34]=[CH:35]\[Sn](CCCC)(CCCC)CCCC)[CH3:31].F[B-](F)(F)F.C([PH+](C(C)(C)C)C(C)(C)C)(C)(C)C>O1CCOCC1.C1C=CC(/C=C/C(/C=C/C2C=CC=CC=2)=O)=CC=1.C1C=CC(/C=C/C(/C=C/C2C=CC=CC=2)=O)=CC=1.C1C=CC(/C=C/C(/C=C/C2C=CC=CC=2)=O)=CC=1.[Pd].[Pd]>[CH2:30]([N:32]([CH2:49][CH3:50])[CH2:33]/[CH:34]=[CH:35]\[C:2]1[CH:7]=[C:6]([F:8])[CH:5]=[CH:4][C:3]=1[S:9]([NH:12][C:13]1[C:22]([C:23]([OH:25])=[O:24])=[C:21]2[C:16]([C:17]3[CH:29]=[CH:28][O:27][C:18]=3[C:19](=[O:26])[NH:20]2)=[CH:15][CH:14]=1)(=[O:11])=[O:10])[CH3:31] |f:2.3,5.6.7.8.9|. Procedure: A mixture of 7-(2-bromo-4-fluorobenzenesulfonylamino)-4-oxo-4,5-dihydrofuro[2,3-c]quinoline-6-carboxylic acid (Intermediate 86, 0.190 g), N,N-diethyl-N-((Z)-1-tributylstannanylprop-1-en-3-yl)-amine (Intermediate 3, 0.476 g), tris-(dibenzylideneacetone)dipalladium (0.043 g) and tri-tert-butylphosphonium tetrafluoroborate (0.023 g) in dioxane (5 mL) was heated under argon to 80° C. in a sealed vessel for 1 hour. The hot reaction mixture was filtered through Celite and washed with dioxane, ethyl ac...